From a dataset of the Open Reaction Database (ORD), a public repository of structured organic reaction records. describe an organic reaction: reactants, conditions, products, and yield Reactants: C(C)(C)(C)OC(=O)NCCC=1C2=C(NC1)SC=C2 (N-(t-butoxycarbonyl)-2-(6H-thieno[2,3-b]pyrrol-4-yl)ethylamine), C1(=CC=CC=C1)S(=O)(=O)Cl (phenylsulfonyl chloride), CC(C)(C)[O-].[K+] (KOt-Bu). The solvent is C1CCOC1 (THF). Reaction conditions: time 8 hour. Yields the product C(C)(C)(C)OC(=O)NCCC=1C2=C(N(C1)S(=O)(=O)C1=CC=CC=C1)SC=C2 (N-(t-Butoxycarbonyl)-2-[6-(phenylsulfonyl)thieno[2,3-b]pyrrol-4-yl]ethylamine). RXN SMILES: [C:1]([O:5][C:6]([NH:8][CH2:9][CH2:10][C:11]1[C:12]2[CH:18]=[CH:17][S:16][C:13]=2[NH:14][CH:15]=1)=[O:7])([CH3:4])([CH3:3])[CH3:2].[C:19]1([S:25](Cl)(=[O:27])=[O:26])[CH:24]=[CH:23][CH:22]=[CH:21][CH:20]=1.CC([O-])(C)C.[K+]>C1COCC1>[C:1]([O:5][C:6]([NH:8][CH2:9][CH2:10][C:11]1[C:12]2[CH:18]=[CH:17][S:16][C:13]=2[N:14]([S:25]([C:19]2[CH:24]=[CH:23][CH:22]=[CH:21][CH:20]=2)(=[O:27])=[O:26])[CH:15]=1)=[O:7])([CH3:4])([CH3:2])[CH3:3] |f:2.3|. Reported procedure: A mixture of N-(t-butoxycarbonyl)-2-(6H-thieno[2,3-b]pyrrol-4-yl)ethylamine (54 mg, 0.2 mmol), phenylsulfonyl chloride (70 mg, 0.22 mmol) and KOt-Bu (0.22 mL 1 M solution in THF, 0.22 mmol) in THF is shaken at ambient temperatures for 8 h and concentrated in vacuo. The resultant residue is dissolved in THF, treated with 4N HCl in dioxane (2 mL) shaken at room temperature for 16 h and concentrated in vacuo. This residue is dissolved in a mixture of DMSO, methanol and water and purified by prepara...